Task: describe an organic reaction: reactants, conditions, products, and yield. Dataset: the Open Reaction Database (ORD), a public repository of structured organic reaction records Reactants: CC(C)Cn1ncc2cc(O)ccc21, N#Cc1cc(F)ccc1F, [K+], [K+], O=C([O-])[O-], CN(C)C=O. Product: CC(C)Cn1ncc2cc(Oc3ccc(F)cc3C#N)ccc21. As a reaction SMILES: [CH2:1]([CH:2]([CH3:3])[CH3:4])[n:5]1[n:6][cH:7][c:8]2[cH:9][c:10]([OH:14])[cH:11][cH:12][c:13]12.[F:21][c:22]1[c:23]([C:24]#[N:25])[cH:26][c:27]([F:30])[cH:28][cH:29]1.[K+:15].[K+:16].[O-:17][C:18]([O-:19])=[O:20].[O:31]=[CH:32][N:33]([CH3:34])[CH3:35]>>[CH2:1]([CH:2]([CH3:3])[CH3:4])[n:5]1[n:6][cH:7][c:8]2[cH:9][c:10]([O:14][c:22]3[c:23]([C:24]#[N:25])[cH:26][c:27]([F:30])[cH:28][cH:29]3)[cH:11][cH:12][c:13]12. Starting materials: Cl (hydrochloric acid), ClC1=C(C(=O)C2=CC3=C(C(=C3)C#N)C=C2O)C(=CC=C1)Cl (4-(2,6-dichlorobenzoyl)-5-hydroxybenzocyclobutene-1-carbonitrile), [OH-].[Na+] (sodium hydroxide), OO (hydrogen peroxide). Solvent: C(C)O (ethanol). Conditions: time 6 hour. Product: ClC1=C(C(=O)C2=CC3=C(C(=C3)C(=O)N)C=C2O)C(=CC=C1)Cl (4-(2,6-dichlorobenzoyl)-5-hydroxybenzocyclobutene-1-carboxamide). As a reaction SMILES: [Cl:1][C:2]1[CH:20]=[CH:19][CH:18]=[C:17]([Cl:21])[C:3]=1[C:4]([C:6]1[C:15]([OH:16])=[CH:14][C:9]2[C:10]([C:12]#[N:13])=[CH:11][C:8]=2[CH:7]=1)=[O:5].[OH:22]O.[OH-].[Na+].Cl>C(O)C>[Cl:1][C:2]1[CH:20]=[CH:19][CH:18]=[C:17]([Cl:21])[C:3]=1[C:4]([C:6]1[C:15]([OH:16])=[CH:14][C:9]2[C:10]([C:12]([NH2:13])=[O:22])=[CH:11][C:8]=2[CH:7]=1)=[O:5] |f:2.3|. Reported procedure: 2 g of 4-(2,6-dichlorobenzoyl)-5-hydroxybenzocyclobutene-1-carbonitrile are dissolved in 50 ml of ethanol, the whole is cooled to 0° and, while stirring at 0°, 10 g of 30% hydrogen peroxide are added dropwise thereto. 1.0 ml of 30% sodium hydroxide solution is then added slowly dropwise thereto and stirring is carried out for 6 hours at room temperature. The whole is neutralised with 6N hydrochloric acid and extracted thoroughly by shaking with 250 ml of dichloromethane. The organic phase is dri... Run in CO (methanol). The product is NC1=C(C=C(C=C1)OCCOC1=CC=CC=C1)N (1,2-diamino-4-(2phenoxyethoxy)benzene). Procedure details: A mixture of 1.8 g. of 4-(2-phenoxyethoxy)-2-nitroaniline and 0.3 g. of 5% of palladium-on-charcoal catalyst in 200 ml. of methanol is hydrogenated under ambient conditions. After the uptake of hydrogen is complete, the mixture is filtered and 1,2-diamino-4-(2phenoxyethoxy)benzene is isolated from the filtrate by evaporation. As a reaction SMILES: [O:1]([CH2:8][CH2:9][O:10][C:11]1[CH:17]=[CH:16][C:14]([NH2:15])=[C:13]([N+:18]([O-])=O)[CH:12]=1)[C:2]1[CH:7]=[CH:6][CH:5]=[CH:4][CH:3]=1.[H][H]>[Pd].CO>[NH2:15][C:14]1[CH:16]=[CH:17][C:11]([O:10][CH2:9][CH2:8][O:1][C:2]2[CH:3]=[CH:4][CH:5]=[CH:6][CH:7]=2)=[CH:12][C:13]=1[NH2:18]. Starting materials: O(C1=CC=CC=C1)CCOC1=CC(=C(N)C=C1)[N+](=O)[O-] (4-(2-phenoxyethoxy)-2-nitroaniline), [H][H] (hydrogen). The reagents and catalysts are [Pd] (palladium-on-charcoal). Reactants: C(C)(C)(C)OC(=O)N1COC([C@@H]1CC1=CC=CC=C1)=O ((4S)-N-tert-butoxycarbonyl-4-phenylmethyloxazolidin-5-one), BrCCl (bromochloromethane), S(=O)(=O)(O)[O-].[K+] (potassium hydrogensulfate), solution, C(CCC)[Li] (n-butyllithium). Solvent: O1CCCC1 (tetrahydrofuran), CCCCCC (hexane). Run at temperature -78 celsius, time 1 hour. The product is C(C)(C)(C)OC(=O)N1COC([C@@H]1CC1=CC=CC=C1)(O)CCl ((4S)-N-tert-butoxycarbonyl-5-chloromethyl-5-hydroxy-4-phenylmethyloxazolidine). Yield: 100.0%. Reaction SMILES: [C:1]([O:5][C:6]([N:8]1[C@@H:12]([CH2:13][C:14]2[CH:19]=[CH:18][CH:17]=[CH:16][CH:15]=2)[C:11](=[O:20])[O:10][CH2:9]1)=[O:7])([CH3:4])([CH3:3])[CH3:2].Br[CH2:22][Cl:23].C([Li])CCC.S([O-])(O)(=O)=O.[K+]>CCCCCC.O1CCCC1>[C:1]([O:5][C:6]([N:8]1[C@@H:12]([CH2:13][C:14]2[CH:15]=[CH:16][CH:17]=[CH:18][CH:19]=2)[C:11]([CH2:22][Cl:23])([OH:20])[O:10][CH2:9]1)=[O:7])([CH3:4])([CH3:2])[CH3:3] |f:3.4|. Reported procedure: (4S)-N-tert-butoxycarbonyl-4-phenylmethyloxazolidin-5-one (0.34 g) and bromochloromethane (0.10 ml) were added to dehydrated tetrahydrofuran (12 ml). After cooling to −78° C., 1.53 M solution (1.03 ml) of n-butyllithium in hexane was added to the obtained mixture, and they were stirred for 1 hour. 10% aqueous potassium hydrogensulfate solution was added to the reaction mixture to terminate the reaction. The temperature of the reaction mixture was elevated to room temperature. After the extractio...